From a dataset of the Open Reaction Database (ORD), a public repository of structured organic reaction records. describe an organic reaction: reactants, conditions, products, and yield The reactants are N1CCCCC1 (piperidine), C(C)(C)(C)OC(=O)NCC1=CC=C(C(=O)O)C=C1 (4-(tert-butoxycabonylamino-methyl)-benzoic acid). The product is N1(CCCCC1)C(=O)C1=CC=C(CN)C=C1 (4-(Piperidin-1-ylcarbonyl)-benzylamine). The yield is 100.0%. As a reaction SMILES: [NH:1]1[CH2:6][CH2:5][CH2:4][CH2:3][CH2:2]1.C(OC([NH:14][CH2:15][C:16]1[CH:24]=[CH:23][C:19]([C:20](O)=[O:21])=[CH:18][CH:17]=1)=O)(C)(C)C>>[N:1]1([C:20]([C:19]2[CH:23]=[CH:24][C:16]([CH2:15][NH2:14])=[CH:17][CH:18]=2)=[O:21])[CH2:6][CH2:5][CH2:4][CH2:3][CH2:2]1. Reported procedure: Use the General Procedure 6-1, using piperidine (373 mg, 4.4 mmol) and 4-(tert-butoxycabonylamino-methyl)-benzoic acid to give the title compound as a white solid (1.03 g, 100%). MS (ES+) m/z: 219 (M+H)+.